Dataset: the Open Reaction Database (ORD), a public repository of structured organic reaction records. Task: describe an organic reaction: reactants, conditions, products, and yield Reactants: CC(C)(C)OC(=O)N1CC(C#N)CC1C(N)=O, CC(C)n1ncnc1-c1cn2c(n1)-c1cnc(O)cc1OCC2. Product: CC(C)n1ncnc1-c1cn2c(n1)-c1cnc(N3CC(C#N)CC3C(N)=O)cc1OCC2. Reaction SMILES: [C:24]([O:25][C:26](=[O:27])[N:31]1[CH:32]([C:38]([NH2:39])=[O:40])[CH2:33][CH:34]([C:36]#[N:37])[CH2:35]1)([CH3:28])([CH3:29])[CH3:30].[CH:1]([CH3:2])([CH3:3])[n:4]1[n:5][cH:6][n:7][c:8]1-[c:9]1[cH:10][n:11]2[c:17]([n:18]1)-[c:16]1[c:15]([cH:22][c:21]([OH:23])[n:20][cH:19]1)[O:14][CH2:13][CH2:12]2>>[CH:1]([CH3:2])([CH3:3])[n:4]1[n:5][cH:6][n:7][c:8]1-[c:9]1[cH:10][n:11]2[c:17]([n:18]1)-[c:16]1[c:15]([cH:22][c:21]([N:31]3[CH:32]([C:38]([NH2:39])=[O:40])[CH2:33][CH:34]([C:36]#[N:37])[CH2:35]3)[n:20][cH:19]1)[O:14][CH2:13][CH2:12]2.